Dataset: the Open Reaction Database (ORD), a public repository of structured organic reaction records. Task: describe an organic reaction: reactants, conditions, products, and yield Starting materials: C1CCC2=NCCCN2CC1, CC#N, CCOC(C)=O, O=C(Nc1cccc2cnccc12)C(Cl)(Cl)Cl, NCCc1cccc(F)c1. Yields the product O=C(NCCc1cccc(F)c1)Nc1cccc2cnccc12. As a reaction SMILES: [CH2:18]1[CH2:19][CH2:20][C:21]2=[N:26][CH2:25][CH2:24][CH2:23][N:22]2[CH2:27][CH2:28]1.[CH3:39][C:40]#[N:41].[CH3:42][CH2:43][O:44][C:45](=[O:46])[CH3:47].[Cl:1][C:2]([C:3](=[O:4])[NH:5][c:6]1[c:7]2[cH:8][cH:9][n:10][cH:11][c:12]2[cH:13][cH:14][cH:15]1)([Cl:16])[Cl:17].[F:29][c:30]1[cH:31][c:32]([CH2:36][CH2:37][NH2:38])[cH:33][cH:34][cH:35]1>>[C:3](=[O:4])([NH:5][c:6]1[c:7]2[cH:8][cH:9][n:10][cH:11][c:12]2[cH:13][cH:14][cH:15]1)[NH:38][CH2:37][CH2:36][c:32]1[cH:31][c:30]([F:29])[cH:35][cH:34][cH:33]1. Reported procedure: A solution of benzyl 4-methyl-2-(methylthio)-5-pyrimidinecarboxylate (3.6 g) and m-chloroperbenzoic acid (P=75%) (2.72 g) in AcOEt (30 ml) was stirred at ambient temperature for 2 hours. The reaction mixture was poured into a mixture of AcOEt and H2O and the organic layer was washed with saturated NaHCO3 solution, brine and dried over MgSO4. The solvent was evaporated in vacuo to give benzyl 4-methyl-2-(methylsulfinyl)-5-pyrimidinecarboxylate (3.2 g) Yield: 84.0%. Reactants: O (H2O), CC1=NC(=NC=C1C(=O)OCC1=CC=CC=C1)SC (benzyl 4-methyl-2-(methylthio)-5-pyrimidinecarboxylate), ClC1=CC(=CC=C1)C(=O)OO (m-chloroperbenzoic acid). The product is CC1=NC(=NC=C1C(=O)OCC1=CC=CC=C1)S(=O)C (benzyl 4-methyl-2-(methylsulfinyl)-5-pyrimidinecarboxylate). The solvent is CCOC(=O)C (AcOEt), CCOC(=O)C (AcOEt). RXN SMILES: [CH3:1][C:2]1[C:7]([C:8]([O:10][CH2:11][C:12]2[CH:17]=[CH:16][CH:15]=[CH:14][CH:13]=2)=[O:9])=[CH:6][N:5]=[C:4]([S:18][CH3:19])[N:3]=1.ClC1C=CC=C(C(OO)=[O:28])C=1.O>CCOC(C)=O>[CH3:1][C:2]1[C:7]([C:8]([O:10][CH2:11][C:12]2[CH:17]=[CH:16][CH:15]=[CH:14][CH:13]=2)=[O:9])=[CH:6][N:5]=[C:4]([S:18]([CH3:19])=[O:28])[N:3]=1. Starting materials: Cl, [K+], O=N[O-], CC(C)(C)C(=O)Nc1cccc(N)n1, [Na+], [OH-], O. Product: CC(C)(C)C(=O)Nc1cccc(Cl)n1. As a reaction SMILES: [ClH:21].[K+:18].[N:15]([O-:16])=[O:17].[NH2:1][c:2]1[cH:3][cH:4][cH:5][c:6]([NH:8][C:9]([C:10]([CH3:11])([CH3:12])[CH3:13])=[O:14])[n:7]1.[Na+:20].[OH-:19].[OH2:22]>>[c:2]1([Cl:21])[cH:3][cH:4][cH:5][c:6]([NH:8][C:9]([C:10]([CH3:11])([CH3:12])[CH3:13])=[O:14])[n:7]1. Reactants: CSC=1SC=CC1C1=NN=NN1CC(=O)O ([5-(2-methylthio-3-thienyl)tetrazol-1-yl]acetic acid), S(O)(O)(=O)=O (sulfuric acid), C(CO)O (ethylene glycol), ice water. Reaction conditions: temperature 90 celsius, time 2.5 hour. The product is OCCOC(CN1N=NN=C1C1=C(SC=C1)SC)=O ([5-(2-methylthio-3-thienyl)tetrazol-1-yl] acetic acid 2-hydroxyethyl ester). Isolated yield 88.1%. Reaction SMILES: [CH3:1][S:2][C:3]1[S:4][CH:5]=[CH:6][C:7]=1[C:8]1[N:12]([CH2:13][C:14]([OH:16])=[O:15])[N:11]=[N:10][N:9]=1.S(=O)(=O)(O)O.[CH2:22](O)[CH2:23][OH:24]>>[OH:24][CH2:23][CH2:22][O:15][C:14](=[O:16])[CH2:13][N:12]1[C:8]([C:7]2[CH:6]=[CH:5][S:4][C:3]=2[S:2][CH3:1])=[N:9][N:10]=[N:11]1. Reported procedure: To a solution of 920 mg (3.6 mM) of [5-(2-methylthio-3-thienyl)tetrazol-1-yl]acetic acid in 5 ml of ethylene glycol was added 0.5 ml of sulfuric acid. After the addition, the mixture was stirred at 90° C. for 2.5 hrs. The mixture was then poured into ice-water and extracted with ethyl acetate. The organic phase was washed with water, dried over anhydrous magnesium sulfate and then concentrated under reduced pressure. The resultant residue was subjected to silica gel column chromatography (eluent... Starting materials: C[C@@H]1CC[C@H]([C@@H](C1)O)C(C)C (L-menthol), N1=CC=CC=C1 (pyridine), C(C1=CC=CC=C1)(=O)NC=C(C)C (1-benzoylamino-2-methylpropene), C(C1=CC=CC=C1)(=O)NC=C(C)C (1-benzoylamino-2-methylpropene), C(C(C)C)=O (isobutyraldehyde), C(C1=CC=CC=C1)(=O)N (benzamide). The solvent is C1CCOC1 (THF). Reaction conditions: temperature 250 celsius. Product: L- and D-valine, C(C1=CC=CC=C1)(=O)O (benzoic acid), C[C@@H]1CC[C@H]([C@@H](C1)O)C(C)C (L-menthol). Reaction SMILES: C(=[O:5])C(C)C.[C:6](N)(=[O:13])[C:7]1[CH:12]=[CH:11][CH:10]=[CH:9][CH:8]=1.C(NC=C(C)C)(=O)C1C=CC=CC=1.[CH3:28][C@H:29]1[CH2:34][C@@H:33]([OH:35])[C@H:32]([CH:36]([CH3:38])[CH3:37])[CH2:31][CH2:30]1.N1C=CC=CC=1>C1COCC1>[C:6]([OH:13])(=[O:5])[C:7]1[CH:12]=[CH:11][CH:10]=[CH:9][CH:8]=1.[CH3:28][C@H:29]1[CH2:34][C@@H:33]([OH:35])[C@H:32]([CH:36]([CH3:38])[CH3:37])[CH2:31][CH2:30]1. Procedure: 0.10 mol of isobutyraldehyde and 0.20 mol of benzamide are heated together at 100° C. with stirring, and the product solid is heated in a sublimator at 250° C. and 1 mm Hg until formation of the enamide 1-benzoylamino-2-methylpropene is complete. A 70 mL stainless steel high pressure reactor fitted with a Pyrex glass liner and magnetic stir bar is charged with THF (5 mL), L-menthol (0.5 mmol), Co2 (CO)8 (0.05 mmol), pyridine (0.25 mmol), and 1-benzoylamino-2-methylpropene (0.5 mmol). The reactor... Reactants: C1(NCC2=CC=CC=C12)=O (2,3-dihydro-isoindol-1-one), BrCC1=C(C#N)C=CC(=C1)Cl (2-bromomethyl-4-chloro-benzonitrile), C(=O)([O-])[O-].[Cs+].[Cs+] (Cs2CO3), C1COCCOCCOCCOCCOCCO1 (18-crown-6), CCCCCC (hexane). Solvent: CC(=O)C (acetone), C(C)(=O)OCC (ethyl acetate). Run at temperature 70 celsius, time 16 hour. Yields the product ClC=1C=CC(=C(C#N)C1)CN1C(C2=CC=CC=C2C1)=O (5-chloro-2-(1-oxo-1,3-dihydroisoindol-2-ylmethyl)benzonitrile). Isolated yield 41.0%. Reaction SMILES: C1(=O)C2C(=CC=CC=2)C[NH:2]1.Br[CH2:12][C:13]1[CH:20]=[C:19]([Cl:21])[CH:18]=[CH:17][C:14]=1[C:15]#[N:16].C([O-])([O-])=O.[Cs+].[Cs+].C1[O:45][CH2:44][CH2:43]OCCOCCOCCOCCOC1.[CH3:46][CH2:47][CH2:48][CH2:49][CH2:50][CH3:51]>CC(C)=O.C(OCC)(=O)C>[Cl:21][C:19]1[CH:18]=[CH:17][C:14]([CH2:15][N:16]2[CH2:51][C:50]3[C:43](=[CH:46][CH:47]=[CH:48][CH:49]=3)[C:44]2=[O:45])=[C:13]([CH:20]=1)[C:12]#[N:2] |f:2.3.4|. Reported procedure: A mixture of 2,3-dihydro-isoindol-1-one (0.066 g, 0.5 mmol), 2-bromomethyl-4-chloro-benzonitrile (0.116 g, 0.6 mmol), Cs2CO3 (0.408 g, 1.25 mmol), and 18-crown-6 (0.013 g, 0.05 mmol) in acetone (3 mL) was stirred at 70° C. for 16 h. Workup and silica gel column chromatography using 30% ethyl acetate in hexane afforded 5-chloro-2-(1-oxo-1,3-dihydroisoindol-2-ylmethyl)benzonitrile (0.057 g, 41%). 1H NMR (300 MHz, CDCl3): δ (ppm) 4.48 (s, 2H), 5.08 (s, 2H), 7.42-7.65 (m, 611), 7.92 (d, 1H). GC-MS: ...